From a dataset of the Open Reaction Database (ORD), a public repository of structured organic reaction records. describe an organic reaction: reactants, conditions, products, and yield Starting materials: O=C1CCC=2NC(=CC21)C(=O)OC (methyl 4-oxo-1,4,5,6-tetrahydrocyclopenta[b]pyrrole-2-carboxylate), C1(=CC=C(C=C1)[Mg]Br)C1=CC=CC=C1 (biphenyl-4-ylmagnesium bromide). The product is C1(=CC=C(C=C1)C1CCC=2NC(=CC21)C(=O)OC)C2=CC=CC=C2 (methyl 4-(biphenyl-4-yl)-1,4,5,6-tetrahydrocyclopenta[b]pyrrole-2-carboxylate), olefin. RXN SMILES: O=[C:2]1[C:9]2[CH:8]=[C:7]([C:10]([O:12][CH3:13])=[O:11])[NH:6][C:5]=2[CH2:4][CH2:3]1.[C:14]1([C:22]2[CH:27]=[CH:26][CH:25]=[CH:24][CH:23]=2)[CH:19]=[CH:18][C:17]([Mg]Br)=[CH:16][CH:15]=1>>[C:14]1([C:22]2[CH:23]=[CH:24][CH:25]=[CH:26][CH:27]=2)[CH:19]=[CH:18][C:17]([CH:2]2[C:9]3[CH:8]=[C:7]([C:10]([O:12][CH3:13])=[O:11])[NH:6][C:5]=3[CH2:4][CH2:3]2)=[CH:16][CH:15]=1. Reported procedure: The title compound was synthesized in two steps. First, methyl 4-oxo-1,4,5,6-tetrahydrocyclopenta[b]pyrrole-2-carboxylate (300 mg, 1.67 mmol) and biphenyl-4-ylmagnesium bromide (13.4 mL, 6.70 mmol; 0.5 M in THF) were reacted according to General Procedure 3 to give the endo olefin-containing compound methyl 4-(biphenyl-4-yl)-1,6-dihydrocyclopenta[b]pyrrole-2-carboxylate, which was then hydrogenated according to General Procedure 6 (with 10% Pd/C), and was purified column chromatography (Isco Com... Reactants: C1(=CC=CC=C1)S(=O)(=O)N1[C@@H](C(NC=C1)=O)CC#C ((R)-4-(benzenesulfonyl)-3-(Prop-2-ynyl)-3,4-dihydropyrazin-2(1H)-one), [SiH](CC)(CC)CC (Et3SiH), C(=O)(C(F)(F)F)O (TFA). Run in C(Cl)Cl (CH2Cl2). Yields the product C1(=CC=CC=C1)S(=O)(=O)N1[C@@H](C(NCC1)=O)CC#C ((R)-4-(benzenesulfonyl)-3-(prop-2-ynyl)piperazin-2-one). RXN SMILES: [C:1]1([S:7]([N:10]2[CH:15]=[CH:14][NH:13][C:12](=[O:16])[C@H:11]2[CH2:17][C:18]#[CH:19])(=[O:9])=[O:8])[CH:6]=[CH:5][CH:4]=[CH:3][CH:2]=1.[SiH](CC)(CC)CC.C(O)(C(F)(F)F)=O>C(Cl)Cl>[C:1]1([S:7]([N:10]2[CH2:15][CH2:14][NH:13][C:12](=[O:16])[C@H:11]2[CH2:17][C:18]#[CH:19])(=[O:9])=[O:8])[CH:2]=[CH:3][CH:4]=[CH:5][CH:6]=1. Procedure details: To a stirred mixture of (R)-4-(benzenesulfonyl)-3-(Prop-2-ynyl)-3,4-dihydropyrazin-2(1H)-one (2.7 g, 9.77 mmol) and Et3SiH (16 mL, 97.7 mmol) in CH2Cl2 (30 mL) was added TFA (16.7 g, 147 mmol). The reaction mixture was refluxed for 24 h and cooled. The mixture was concentrated and triturated with ether. The solid was filtered and air-dried to afford the title compound. 1H NMR (300 MHz, CDCl3): δ 2.02 (s, 1H), 2.45 (s, 3H), 2.85 (m, 1H), 2.97 (m, 1H), 3.24 (m, 2H), 3.81 (m, 2H), 4.48 (t, 4.7 Hz, ... The reactants are CC(=O)OCC1SC(Br)C(OC(C)=O)C(OC(C)=O)C1OC(C)=O, O=C([O-])[O-], CCc1ccc(Cc2ccccc2O)cc1, CCCC[N+](CCCC)(CCCC)Cc1ccccc1, ClC(Cl)Cl, [Cl-], [K+], [K+]. Yields the product CCc1ccc(Cc2ccccc2OC(C)=O)cc1. As a reaction SMILES: [C:1]([CH3:2])(=[O:3])[O:4][CH:5]1[CH:6]([O:7][C:8](=[O:9])[CH3:10])[CH:11]([O:12][C:13](=[O:14])[CH3:15])[CH:16]([CH2:17][O:18][C:19](=[O:20])[CH3:21])[S:22][CH:23]1[Br:24].[C:41](=[O:42])([O-:43])[O-:44].[CH2:25]([CH3:26])[c:27]1[cH:28][cH:29][c:30]([CH2:31][c:32]2[c:33]([OH:38])[cH:34][cH:35][cH:36][cH:37]2)[cH:39][cH:40]1.[CH2:48]([N+:49]([CH2:50][CH2:51][CH2:52][CH3:53])([CH2:54][CH2:55][CH2:56][CH3:57])[CH2:58][CH2:59][CH2:60][CH3:61])[c:62]1[cH:63][cH:64][cH:65][cH:66][cH:67]1.[CH:68]([Cl:69])([Cl:70])[Cl:71].[Cl-:47].[K+:45].[K+:46]>>[C:1]([CH3:2])(=[O:3])[O:38][c:33]1[c:32]([CH2:31][c:30]2[cH:29][cH:28][c:27]([CH2:25][CH3:26])[cH:40][cH:39]2)[cH:37][cH:36][cH:35][cH:34]1.